From a dataset of the Open Reaction Database (ORD), a public repository of structured organic reaction records. describe an organic reaction: reactants, conditions, products, and yield Starting materials: [O-][Br+2]([O-])[O-], CC#N, [Na+], O, OCc1ccccc1. Product: O=C(O)c1ccccc1. RXN SMILES: [Br+2:1]([O-:2])([O-:3])[O-:4].[C:15](#[N:16])[CH3:17].[Na+:5].[OH2:14].[OH:6][CH2:7][c:8]1[cH:9][cH:10][cH:11][cH:12][cH:13]1>>[O:2]=[C:7]([OH:6])[c:8]1[cH:9][cH:10][cH:11][cH:12][cH:13]1. The reactants are C[C@@H]1N(CCC1)C1C[C@H](CC1)C1=CC=C(C=C1)N (4-[(S)-3-((S)-2-methyl-pyrrolidin-1-yl)-cyclopentyl]-phenylamine), C[C@@H]1N(CCC1)C1C[C@H](CC1)C1=CC=C(C=C1)N (4-[(S)-3-((S)-2-methyl-pyrrolidin-1-yl)-cyclopentyl]-phenylamine), CC1=CC=C(C(=O)Cl)C=C1 (4-methylbenzoyl chloride). Yields the product CC1=CC=C(C(=O)NC2=CC=C(C=C2)[C@@H]2CC(CC2)N2[C@H](CCC2)C)C=C1 (4-Methyl-N-{4-[(S)-3-((S)-2-methyl-pyrrolidin-1-yl)-cyclopentyl]-phenyl}-benzamide). Reaction SMILES: [CH3:1][C@H:2]1[CH2:6][CH2:5][CH2:4][N:3]1[CH:7]1[CH2:11][CH2:10][C@H:9]([C:12]2[CH:17]=[CH:16][C:15]([NH2:18])=[CH:14][CH:13]=2)[CH2:8]1.[CH3:19][C:20]1[CH:28]=[CH:27][C:23]([C:24](Cl)=[O:25])=[CH:22][CH:21]=1>>[CH3:19][C:20]1[CH:28]=[CH:27][C:23]([C:24]([NH:18][C:15]2[CH:16]=[CH:17][C:12]([C@H:9]3[CH2:10][CH2:11][CH:7]([N:3]4[CH2:4][CH2:5][CH2:6][C@@H:2]4[CH3:1])[CH2:8]3)=[CH:13][CH:14]=2)=[O:25])=[CH:22][CH:21]=1. Procedure details: The title compound was synthesized essentially in the same manner as Example 28 by employing 4-[(S)-3-((S)-2-methyl-pyrrolidin-1-yl)cyclopentyl]-phenylamine (Intermediate 14) and 4-methylbenzoyl chloride. Reported procedure: Amide coupling of benzofuran-2-carboxylic acid with 4-(4,4,5,5-tetramethyl-[1,3,2]dioxaborolan-2-yl)-phenylamine was done according to Example 20, Step 4 to give benzofuran-2-carboxylic acid [4-(4,4,5,5-tetramethyl-[1,3,2]dioxaborolan-2-yl)-phenyl]-amide in 83% yield. 1H NMR (400 MHz, DMSO-d6) δ ppm 1.3 (s, 12 H) 7.4 (m, 1 H) 7.5 (m, 1 H) 7.7 (d, J=8.3 Hz, 2 H) 7.7 (dd, J=8.5, 0.9 Hz, 1 H) 7.8 (m, 4 H) 10.6 (s, 1 H) Isolated yield 83.0%. The product is CC1(OB(OC1(C)C)C1=CC=C(C=C1)NC(=O)C=1OC2=C(C1)C=CC=C2)C (benzofuran-2-carboxylic acid [4-(4,4,5,5-tetramethyl-[1,3,2]dioxaborolan-2-yl)-phenyl]-amide). Starting materials: Amide, O1C(=CC2=C1C=CC=C2)C(=O)O (benzofuran-2-carboxylic acid), CC1(OB(OC1(C)C)C1=CC=C(C=C1)N)C (4-(4,4,5,5-tetramethyl-[1,3,2]dioxaborolan-2-yl)-phenylamine). As a reaction SMILES: [O:1]1[C:5]2[CH:6]=[CH:7][CH:8]=[CH:9][C:4]=2[CH:3]=[C:2]1[C:10]([OH:12])=O.[CH3:13][C:14]1([CH3:28])[C:18]([CH3:20])([CH3:19])[O:17][B:16]([C:21]2[CH:26]=[CH:25][C:24]([NH2:27])=[CH:23][CH:22]=2)[O:15]1>>[CH3:19][C:18]1([CH3:20])[C:14]([CH3:13])([CH3:28])[O:15][B:16]([C:21]2[CH:26]=[CH:25][C:24]([NH:27][C:10]([C:2]3[O:1][C:5]4[CH:6]=[CH:7][CH:8]=[CH:9][C:4]=4[CH:3]=3)=[O:12])=[CH:23][CH:22]=2)[O:17]1. The reactants are BrC1=CC(=C(C=C1)S(=O)(=O)N(C)CC1=CC(=CO1)C(=O)O)CC (5-({[(4-bromo-2-ethylphenyl)sulfonyl](methyl)amino}methyl)furan-3-carboxylic acid), C1=CN(C=N1)C(=O)N2C=CN=C2 (CDI), N1(CCCC1)CC=1C=C(C=CC1)CN (1-[3-(pyrrolidin-1-ylmethyl)phenyl]methanamine). The solvent is ClCCCl (DCE). Product: BrC1=CC(=C(C=C1)S(=O)(=O)N(C)CC1=CC(=CO1)C(=O)NCC1=CC(=CC=C1)CN1CCCC1)CC (5-({[(4-bromo-2-ethylphenyl)sulfonyl](methyl)amino}methyl)-N-[3-(pyrrolidin-1-ylmethyl)benzyl]furan-3-carboxamide). RXN SMILES: [Br:1][C:2]1[CH:7]=[CH:6][C:5]([S:8]([N:11]([CH2:13][C:14]2[O:18][CH:17]=[C:16]([C:19](O)=[O:20])[CH:15]=2)[CH3:12])(=[O:10])=[O:9])=[C:4]([CH2:22][CH3:23])[CH:3]=1.C1N=CN(C(N2C=NC=C2)=O)C=1.[N:36]1([CH2:41][C:42]2[CH:43]=[C:44]([CH2:48][NH2:49])[CH:45]=[CH:46][CH:47]=2)[CH2:40][CH2:39][CH2:38][CH2:37]1>ClCCCl>[Br:1][C:2]1[CH:7]=[CH:6][C:5]([S:8]([N:11]([CH2:13][C:14]2[O:18][CH:17]=[C:16]([C:19]([NH:49][CH2:48][C:44]3[CH:45]=[CH:46][CH:47]=[C:42]([CH2:41][N:36]4[CH2:40][CH2:39][CH2:38][CH2:37]4)[CH:43]=3)=[O:20])[CH:15]=2)[CH3:12])(=[O:9])=[O:10])=[C:4]([CH2:22][CH3:23])[CH:3]=1. Procedure details: The title compound was prepared according to general procedure AA using 5-({[(4-bromo-2-ethylphenyl)sulfonyl](methyl)amino}methyl)furan-3-carboxylic acid (40 mg, 0.10 mmol), CDI (32 mg, 0.2 mmol) and 1-[3-(pyrrolidin-1-ylmethyl)phenyl]methanamine (57 mg, 0.3 mmol) in DCE (2 mL). The crude product was purified using prep method A. Reactants: ClC1=C(C(=CC(=C1)OC)Cl)CO ((2,6-dichloro-4-methoxyphenyl)methanol), Br (HBr), C1(=CC=CC=C1)P(C1=CC=CC=C1)C1=CC=CC=C1 (triphenylphosphine). Solvent: C1=CC=CC=C1 (benzene), C(C)(=O)O (acetic acid). Product: [Br-].ClC1=C(C[P+](C2=CC=CC=C2)(C2=CC=CC=C2)C2=CC=CC=C2)C(=CC(=C1)OC)Cl ((2,6-Dichloro-4-methoxybenzyl)(triphenyl)phosphonium bromide). The yield is 100.0%. As a reaction SMILES: [Cl:1][C:2]1[CH:7]=[C:6]([O:8][CH3:9])[CH:5]=[C:4]([Cl:10])[C:3]=1[CH2:11]O.[C:13]1([P:19]([C:26]2[CH:31]=[CH:30][CH:29]=[CH:28][CH:27]=2)[C:20]2[CH:25]=[CH:24][CH:23]=[CH:22][CH:21]=2)[CH:18]=[CH:17][CH:16]=[CH:15][CH:14]=1.[BrH:32]>C(O)(=O)C.C1C=CC=CC=1>[Br-:32].[Cl:1][C:2]1[CH:7]=[C:6]([O:8][CH3:9])[CH:5]=[C:4]([Cl:10])[C:3]=1[CH2:11][P+:19]([C:20]1[CH:21]=[CH:22][CH:23]=[CH:24][CH:25]=1)([C:26]1[CH:31]=[CH:30][CH:29]=[CH:28][CH:27]=1)[C:13]1[CH:14]=[CH:15][CH:16]=[CH:17][CH:18]=1 |f:5.6|. Reported procedure: A solution of (2,6-dichloro-4-methoxyphenyl)methanol (3.00 g, 14.5 mmol) in 30% HBr in acetic acid (45 mL) was stirred at 20° C. for 3 h, then poured onto ice-water (120 mL) and extracted with pentane (6×100 mL). The extracts were washed with water (3×200 mL), backextracting with pentane (100 mL). Removal of the solvent gave the crude bromide as white crystals, which was immediately redissolved in benzene (80 mL) and treated with triphenylphosphine (5.70 g, 21.7 mmol), stirring at reflux for 15 ... The reactants are ClB(Cl)Cl, CCOC(=O)CC(=O)Nc1cc(C)c(Oc2ccc(OC)c(C(C)=O)c2)c2c1CCC2, CCO, ClCCl. Product: CCOC(=O)CC(=O)Nc1cc(C)c(Oc2ccc(O)c(C(C)=O)c2)c2c1CCC2. As a reaction SMILES: [B:32]([Cl:33])([Cl:34])[Cl:35].[C:1]([CH3:2])(=[O:3])[c:4]1[cH:5][c:6]([O:7][c:8]2[c:9]([CH3:26])[cH:10][c:11]([NH:17][C:18]([CH2:19][C:20](=[O:21])[O:22][CH2:23][CH3:24])=[O:25])[c:12]3[c:16]2[CH2:15][CH2:14][CH2:13]3)[cH:27][cH:28][c:29]1[O:30][CH3:31].[CH3:36][CH2:37][OH:38].[Cl:39][CH2:40][Cl:41]>>[C:1]([CH3:2])(=[O:3])[c:4]1[cH:5][c:6]([O:7][c:8]2[c:9]([CH3:26])[cH:10][c:11]([NH:17][C:18]([CH2:19][C:20](=[O:21])[O:22][CH2:23][CH3:24])=[O:25])[c:12]3[c:16]2[CH2:15][CH2:14][CH2:13]3)[cH:27][cH:28][c:29]1[OH:30]. Reactants: Cn1c(C2(O)CCCN(C(=O)OC(C)(C)C)C2)nc2c(N3CCOCC3)nc(Cl)nc21, C1COCCOCCOCCOCCO1, C1CCOC1, [H-], CI, [Na+]. Yields the product COC1(c2nc3c(N4CCOCC4)nc(Cl)nc3n2C)CCCN(C(=O)OC(C)(C)C)C1. RXN SMILES: [C:1]([CH3:2])([CH3:3])([CH3:4])[O:5][C:6](=[O:7])[N:8]1[CH2:9][C:10]([OH:14])([c:15]2[n:16]([CH3:31])[c:17]3[n:18][c:19]([Cl:30])[n:20][c:21]([N:24]4[CH2:25][CH2:26][O:27][CH2:28][CH2:29]4)[c:22]3[n:23]2)[CH2:11][CH2:12][CH2:13]1.[CH2:36]1[O:37][CH2:38][CH2:39][O:40][CH2:41][CH2:42][O:43][CH2:44][CH2:45][O:46][CH2:47][CH2:48][O:49][CH2:50]1.[CH2:51]1[O:52][CH2:53][CH2:54][CH2:55]1.[H-:33].[I:34][CH3:35].[Na+:32]>>[C:1]([CH3:2])([CH3:3])([CH3:4])[O:5][C:6](=[O:7])[N:8]1[CH2:9][C:10]([O:14][CH3:36])([c:15]2[n:16]([CH3:31])[c:17]3[n:18][c:19]([Cl:30])[n:20][c:21]([N:24]4[CH2:25][CH2:26][O:27][CH2:28][CH2:29]4)[c:22]3[n:23]2)[CH2:11][CH2:12][CH2:13]1.